describe an organic reaction: reactants, conditions, products, and yield From a dataset of the Open Reaction Database (ORD), a public repository of structured organic reaction records. The reactants are CC(=O)O[BH-](OC(C)=O)OC(C)=O, COC(=O)c1ccc(C=O)cc1, CC(Cl)Cl, [Na+], O, c1coc(-c2ccc(Cc3ccc(OCCNCCN4CCOCC4)cc3)cc2)n1. Yields the product COC(=O)c1ccc(CN(CCOc2ccc(Cc3ccc(-c4ncco4)cc3)cc2)CCN2CCOCC2)cc1. Reaction SMILES: [C:43]([O:44][BH-:45]([O:46][C:47](=[O:48])[CH3:49])[O:50][C:51](=[O:52])[CH3:53])(=[O:54])[CH3:55].[CH:31](=[O:32])[c:33]1[cH:34][cH:35][c:36]([C:37](=[O:38])[O:39][CH3:40])[cH:41][cH:42]1.[Cl:57][CH:58]([Cl:59])[CH3:60].[Na+:56].[OH2:61].[o:1]1[c:2](-[c:6]2[cH:7][cH:8][c:9]([CH2:12][c:13]3[cH:14][cH:15][c:16]([O:17][CH2:18][CH2:19][NH:20][CH2:21][CH2:22][N:23]4[CH2:24][CH2:25][O:26][CH2:27][CH2:28]4)[cH:29][cH:30]3)[cH:10][cH:11]2)[n:3][cH:4][cH:5]1>>[o:1]1[c:2](-[c:6]2[cH:7][cH:8][c:9]([CH2:12][c:13]3[cH:14][cH:15][c:16]([O:17][CH2:18][CH2:19][N:20]([CH2:21][CH2:22][N:23]4[CH2:24][CH2:25][O:26][CH2:27][CH2:28]4)[CH2:31][c:33]4[cH:34][cH:35][c:36]([C:37](=[O:38])[O:39][CH3:40])[cH:41][cH:42]4)[cH:29][cH:30]3)[cH:10][cH:11]2)[n:3][cH:4][cH:5]1. The reactants are C(C(O)C)(=O)OCC (ethyl lactate), C(CCCCCCC)I (octyl iodide). Reagents/catalysts: [Ag]=O (silver oxide). The product is C(CCCCCCC)OC(C(=O)OCC)C (ethyl 2-octyloxypropionate). Yield: 40.3%. Reaction SMILES: [C:1]([O:6][CH2:7][CH3:8])(=[O:5])[CH:2]([CH3:4])[OH:3].[CH2:9](I)[CH2:10][CH2:11][CH2:12][CH2:13][CH2:14][CH2:15][CH3:16]>[Ag]=O>[CH2:9]([O:3][CH:2]([CH3:4])[C:1]([O:6][CH2:7][CH3:8])=[O:5])[CH2:10][CH2:11][CH2:12][CH2:13][CH2:14][CH2:15][CH3:16]. Procedure: 98 g of ethyl lactate, 380 g of octyl iodide and 245 g of silver oxide were stirred at 60° C. for 16 hours. After removal of the insoluble matter by filtration, the mixture was distilled in vacuo to obtain 77 g of ethyl 2-octyloxypropionate as a fraction of 110°-130° C./3 mmHg. Starting materials: CC1C(OCC(C)(C)C)OCC(C(O)C(N)Cc2cccc(O)c2)N1C(=O)OC(C)(C)C, CC(=O)OC(C)=O, CCOC(C)=O, CCN(C(C)C)C(C)C. The product is CC(=O)NC(Cc1cccc(O)c1)C(O)C1COC(OCC(C)(C)C)C(C)N1C(=O)OC(C)(C)C. RXN SMILES: [C:17]([CH3:18])([CH3:19])([CH3:20])[O:21][C:22](=[O:23])[N:24]1[CH:25]([CH3:48])[CH:26]([O:42][CH2:43][C:44]([CH3:45])([CH3:46])[CH3:47])[O:27][CH2:28][CH:29]1[CH:30]([CH:31]([CH2:32][c:33]1[cH:34][c:35]([OH:39])[cH:36][cH:37][cH:38]1)[NH2:40])[OH:41].[CH3:1][C:2](=[O:3])[O:4][C:5](=[O:6])[CH3:7].[CH3:49][CH2:50][O:51][C:52](=[O:53])[CH3:54].[CH:8]([N:9]([CH2:10][CH3:11])[CH:12]([CH3:13])[CH3:14])([CH3:15])[CH3:16]>>[CH3:1][C:2](=[O:3])[NH:40][CH:31]([CH:30]([CH:29]1[N:24]([C:22]([O:21][C:17]([CH3:18])([CH3:19])[CH3:20])=[O:23])[CH:25]([CH3:48])[CH:26]([O:42][CH2:43][C:44]([CH3:45])([CH3:46])[CH3:47])[O:27][CH2:28]1)[OH:41])[CH2:32][c:33]1[cH:34][c:35]([OH:39])[cH:36][cH:37][cH:38]1. Reactants: ClC=1C(=C(C=CC1)C1=CC=CC=C1)CCCC(=O)O (4-(3-chloro[1,1'-biphenyl]-2-yl)butanoic acid), C(C(=O)Cl)(=O)Cl (Oxalyl chloride). Run in C1(=CC=CC=C1)C (toluene). Run at time 18 hour. Yields the product ClC=1C(=C(C=CC1)C1=CC=CC=C1)CCCC(=O)Cl (4-(3-chloro[1,1'-biphenyl]-2-yl)butanoic acid chloride). RXN SMILES: [Cl:1][C:2]1[C:3]([CH2:14][CH2:15][CH2:16][C:17]([OH:19])=O)=[C:4]([C:8]2[CH:13]=[CH:12][CH:11]=[CH:10][CH:9]=2)[CH:5]=[CH:6][CH:7]=1.C(Cl)(=O)C([Cl:23])=O>C1(C)C=CC=CC=1>[Cl:1][C:2]1[C:3]([CH2:14][CH2:15][CH2:16][C:17]([Cl:23])=[O:19])=[C:4]([C:8]2[CH:13]=[CH:12][CH:11]=[CH:10][CH:9]=2)[CH:5]=[CH:6][CH:7]=1. Procedure details: Under a dry argon atmosphere a stirred solution of 4-(3-chloro[1,1'-biphenyl]-2-yl)butanoic acid (22.8 g, 0.083 mole) in toluene (500 ml) was heated at 65°. Oxalyl chloride (21 g, 0.166 mole) was added slowly to the reaction mixture. After complete addition the mixture was allowed to stir at 40° for approximately 18 hours. The solvent and excess oxalyl chloride were removed by distillation under reduced pressure. Further distillation under reduced pressure gave 4-(3-chloro[1,1'-biphenyl]-2-yl)bu... The reactants are O=C(CBr)c1ccc(Br)c(F)c1, C1COCCN1, C1CCOC1, ClCCl. Product: O=C(CN1CCOCC1)c1ccc(Br)c(F)c1. As a reaction SMILES: [Br:1][CH2:2][C:3](=[O:4])[c:5]1[cH:6][c:7]([F:12])[c:8]([Br:11])[cH:9][cH:10]1.[CH2:13]1[CH2:14][O:15][CH2:16][CH2:17][NH:18]1.[CH2:19]1[O:20][CH2:21][CH2:22][CH2:23]1.[Cl:24][CH2:25][Cl:26]>>[CH2:2]([C:3](=[O:4])[c:5]1[cH:6][c:7]([F:12])[c:8]([Br:11])[cH:9][cH:10]1)[N:18]1[CH2:13][CH2:14][O:15][CH2:16][CH2:17]1. The reactants are [BH4-], CCO, COC(=O)n1ncc2c([N+](=O)[O-])cccc21, [Na+]. Yields the product COC(=O)n1ncc2c(N)cccc21. As a reaction SMILES: [BH4-:17].[CH3:19][CH2:20][OH:21].[N+:1]([O-:2])(=[O:3])[c:4]1[c:5]2[cH:6][n:7][n:8]([C:13](=[O:14])[O:15][CH3:16])[c:9]2[cH:10][cH:11][cH:12]1.[Na+:18]>>[NH2:1][c:4]1[c:5]2[cH:6][n:7][n:8]([C:13](=[O:14])[O:15][CH3:16])[c:9]2[cH:10][cH:11][cH:12]1. Reactants: CC(C)(C)c1cc(N=C=O)no1, CNC, c1ccccc1. The product is CN(C)C(=O)Nc1cc(C(C)(C)C)on1. RXN SMILES: [C:4]([CH3:5])([CH3:6])([CH3:7])[c:8]1[cH:9][c:10]([N:13]=[C:14]=[O:15])[n:11][o:12]1.[CH3:1][NH:2][CH3:3].[cH:16]1[cH:17][cH:18][cH:19][cH:20][cH:21]1>>[CH3:1][N:2]([CH3:3])[C:14]([NH:13][c:10]1[cH:9][c:8]([C:4]([CH3:5])([CH3:6])[CH3:7])[o:12][n:11]1)=[O:15]. Reported procedure: Formula I where R1 is H; R3 is Cl; R5 is Benzyl; R6 is Isopentyl; R6′ is H; R7 taken together with R8 is 4-(2-Amino-ethyl)-2-p-tolyl-imidazol-1-yl-; W and Y are —C═; X and Z are —N═: A solution of 2-(2-{1-[1-(3-benzyl-7-chloro-4-oxo-3,4-dihydro-pyrimido[4,5-d]pyrimidin-2-yl)-2-ethyl-butyl]-2-p-tolyl-1H-imidazol-4-yl}-ethyl)-isoindole-1,3-dione (290 mg, 0.423 mmol) and anhydrous hydrazine (98 mg, 3.06 mmol) in EtOH (12 mL) is refluxed for 3.0 h. The reaction is cooled to 5° C. and a precipitate i... Solvent: CCO (EtOH). Reaction conditions: temperature 5 celsius. As a reaction SMILES: [CH2:1]([N:8]1[C:17](=[O:18])[C:16]2[C:11](=[N:12][C:13]([Cl:19])=[N:14][CH:15]=2)[N:10]=[C:9]1[CH:20]([N:26]1[CH:30]=[C:29]([CH2:31][CH2:32][N:33]2C(=O)C3C(=CC=CC=3)C2=O)[N:28]=[C:27]1[C:44]1[CH:49]=[CH:48][C:47]([CH3:50])=[CH:46][CH:45]=1)[CH:21]([CH2:24][CH3:25])[CH2:22][CH3:23])[C:2]1[CH:7]=[CH:6][CH:5]=[CH:4][CH:3]=1.NN>CCO>[NH2:33][CH2:32][CH2:31][C:29]1[N:28]=[C:27]([C:44]2[CH:49]=[CH:48][C:47]([CH3:50])=[CH:46][CH:45]=2)[N:26]([CH:20]([C:9]2[N:8]([CH2:1][C:2]3[CH:3]=[CH:4][CH:5]=[CH:6][CH:7]=3)[C:17](=[O:18])[C:16]3[C:11]([N:10]=2)=[N:12][C:13]([Cl:19])=[N:14][CH:15]=3)[CH:21]([CH2:24][CH3:25])[CH2:22][CH3:23])[CH:30]=1. The product is NCCC=1N=C(N(C1)C(C(CC)CC)C=1N(C(C=2C(=NC(=NC2)Cl)N1)=O)CC1=CC=CC=C1)C1=CC=C(C=C1)C ((±)-2-{1-[4-(2-amino-ethyl)-2-p-tolyl-imidazol-1-yl]-2-ethyl-butyl}-3-benzyl-7-chloro-3H-pyrimido[4,5-d]pyrimidin-4-one). The reactants are C(C1=CC=CC=C1)N1C(=NC2=NC(=NC=C2C1=O)Cl)C(C(CC)CC)N1C(=NC(=C1)CCN1C(C2=CC=CC=C2C1=O)=O)C1=CC=C(C=C1)C (2-(2-{1-[1-(3-benzyl-7-chloro-4-oxo-3,4-dihydro-pyrimido[4,5-d]pyrimidin-2-yl)-2-ethyl-butyl]-2-p-tolyl-1H-imidazol-4-yl}-ethyl)-isoindole-1,3-dione), NN (hydrazine).